Dataset: the Open Reaction Database (ORD), a public repository of structured organic reaction records. Task: describe an organic reaction: reactants, conditions, products, and yield Reactants: C#CC(CCCCC)O (1-octyn-3-ol), O1CCCC=C1 (dihydropyran), Cl (HCl), resultant mixture, C(C)(=O)OCC.C1=CC=CC=C1 (ethyl acetate benzene), C(CCC)[Li] (butyl lithium), O1C(CCCC1)OC(C#C)CCCCC (3-(tetrahydropyran-2-yloxy)-1-octyne), 5-oxo-1-cyclopentane-1-heptanoic acid methyl ester, [Cl-].[Al+3].[Cl-].[Cl-] (aluminum chloride). Run in C1(=CC=CC=C1)C (toluene), [NH4+].[Cl-] (NH4Cl). Run at time 15 minute. Yields the product COC(CCCCCCC1C(CCC1=O)C#CC(CCCCC)OC1OCCCC1)=O (2-[3-(tetrahydropyran-2-yloxy)-1-octynyl]-5-oxocyclopentaneheptanoic acid methyl ester). As a reaction SMILES: [CH2:1]([Li])[CH2:2][CH2:3][CH3:4].[O:6]1[CH2:11][CH2:10][CH2:9][CH2:8][CH:7]1[O:12][CH:13]([CH2:16][CH2:17][CH2:18][CH2:19][CH3:20])[C:14]#[CH:15].C#C[CH:23]([OH:29])[CH2:24][CH2:25][CH2:26][CH2:27][CH3:28].O1C=CCCC1.Cl.[Cl-].[Al+3].[Cl-].[Cl-].[C:41]([O:44][CH2:45]C)(=[O:43])[CH3:42].C1C=CC=CC=1>C1(C)C=CC=CC=1.[NH4+].[Cl-]>[CH3:45][O:44][C:41](=[O:43])[CH2:42][CH2:4][CH2:3][CH2:2][CH2:1][CH2:28][CH:27]1[C:23](=[O:29])[CH2:24][CH2:25][CH:26]1[C:15]#[C:14][CH:13]([O:12][CH:7]1[CH2:8][CH2:9][CH2:10][CH2:11][O:6]1)[CH2:16][CH2:17][CH2:18][CH2:19][CH3:20] |f:5.6.7.8,9.10,12.13|. Procedure details: Under a nitrogen atmosphere at -25° C, a solution of butyl lithium (50 ml of 2.2 molar solution in hexane) is added to a solution of 3-(tetrahydropyran-2-yloxy)-1-octyne {21.0 g, readily prepared from 1-octyn-3-ol (E. Crundwell, et al., J. Med. Chem., 8, 41 (1965)) and dihydropyran in the presence of conc. HCl} in toluene (25 ml). The mixture is stirred for 15 minutes and aluminum chloride (4.46 g) is added. After the reaction mixture has been stirred for an additional 45 minutes at -20° C, 5-ox... The reactants are FC(C=1C=C(C=CC1)S(=O)(=O)Cl)(F)F (3-trifluormethylbenzenesulfonylchloride), S(=O)([O-])[O-].[Na+].[Na+] (sodium sulfite), C([O-])(O)=O.[Na+] (sodium bicarbonate), [OH-].[Na+] (sodium hydroxide), C(C)C(C(=O)O)Br (ethyl bromoacetic acid). Run in O (water). Product: CS(=O)(=O)C1=CC(=CC=C1)C(F)(F)F (1-methanesulfonyl-3-trifluoromethylbenzene). The yield is 22.3%. As a reaction SMILES: S([O-])([O-])=O.[Na+].[Na+].C(=O)(O)[O-].[Na+].[F:12][C:13]([F:25])([F:24])[C:14]1[CH:15]=[C:16]([S:20](Cl)(=[O:22])=[O:21])[CH:17]=[CH:18][CH:19]=1.[OH-].[Na+].[CH2:28](C(Br)C(O)=O)C>O>[CH3:28][S:20]([C:16]1[CH:17]=[CH:18][CH:19]=[C:14]([C:13]([F:25])([F:24])[F:12])[CH:15]=1)(=[O:22])=[O:21] |f:0.1.2,3.4,6.7|. Reported procedure: A suspension of sodium sulfite (3.0 g, 24 mmol), sodium bicarbonate (3.7 g; 44 mmol and 3-trifluormethylbenzenesulfonylchloride (5.0 g; 20 mmol) in 70 mL water, was heated at 75° C. for 1 hour. Then 5 mL 50% aqueous sodium hydroxide to solution and ethyl bromoacetic acid (2.65 mL; 22 mmol) was added and the mixture was refluxed for 30 hours. Then the mixture was extracted with dichloromethane and concentrated to provide 1 g (4.46 mmol; 20% yield) of 1-methanesulfonyl-3-trifluoromethylbenzene as ...